Dataset: the Open Reaction Database (ORD), a public repository of structured organic reaction records. Task: describe an organic reaction: reactants, conditions, products, and yield Starting materials: COC(=O)C=1N=C(C=2C(N(C=CC2C1O)CC1=CC=CC=C1)=O)C#N (7-benzyl-1-cyano-4-hydroxy-8-oxo-7,8-dihydro-[2,7]naphthyridine-3-carboxylic acid methyl ester), OC(=O)C(F)(F)F.NCC(C(=O)O)(C)C (3-amino-2,2-dimethyl-propionic acid TFA salt), C[O-].[Na+] (NaOMe). Solvent: CCO (EtOH), C(=O)(O)[O-].[Na+] (NaHCO3). Reaction conditions: temperature 150 celsius. Yields the product C(C1=CC=CC=C1)N1C=CC=2C(=C(N=C(C2C1=O)C#N)C(=O)NCC(C(=O)O)(C)C)O (3-[(7-Benzyl-1-cyano-4-hydroxy-8-oxo-7,8-dihydro-[2,7]naphthyridine-3-carbonyl)-amino]-2,2-dimethyl-propionic acid). Isolated yield 63.4%. Reaction SMILES: CO[C:3]([C:5]1[N:6]=[C:7]([C:24]#[N:25])[C:8]2[C:9](=[O:23])[N:10]([CH2:16][C:17]3[CH:22]=[CH:21][CH:20]=[CH:19][CH:18]=3)[CH:11]=[CH:12][C:13]=2[C:14]=1[OH:15])=[O:4].OC(C(F)(F)F)=O.[NH2:33][CH2:34][C:35]([CH3:40])([CH3:39])[C:36]([OH:38])=[O:37].C[O-].[Na+]>CCO.C([O-])(O)=O.[Na+]>[CH2:16]([N:10]1[C:9](=[O:23])[C:8]2[C:7]([C:24]#[N:25])=[N:6][C:5]([C:3]([NH:33][CH2:34][C:35]([CH3:40])([CH3:39])[C:36]([OH:38])=[O:37])=[O:4])=[C:14]([OH:15])[C:13]=2[CH:12]=[CH:11]1)[C:17]1[CH:18]=[CH:19][CH:20]=[CH:21][CH:22]=1 |f:1.2,3.4,6.7|. Procedure: A mixture of 7-benzyl-1-cyano-4-hydroxy-8-oxo-7,8-dihydro-[2,7]naphthyridine-3-carboxylic acid methyl ester (30 mg, 0.090 mmol), 3-amino-2,2-dimethyl-propionic acid TFA salt (83 mg, 0.36 mmol) and NaOMe (39 mg, 0.72 mmol) in 2 mL of EtOH was heated at 150° C. for 3 h in a CEM microwave reactor. The solvent was evaporated in vacuo, and the residue was partitioned between EtOAc and water. 1 M HCl was added with vigorous stirring until pH was about 2. The organic layer was dried over MgSO4 and conc... Reactants: N12C(CC(CC1)CC2)O ((+) quinuclidinol), C(C)(=O)OC(C)=O (acetic anhydride). Yields the product C(C)(=O)OC1CN2CCC1CC2 ((+) 3-acetoxy quinuclidine). RXN SMILES: [N:1]12[CH2:8][CH2:7][CH:4]([CH2:5][CH2:6]1)[CH2:3][CH:2]2O.[C:10]([O:13]C(=O)C)(=[O:12])[CH3:11]>>[C:10]([O:13][CH:3]1[CH:4]2[CH2:7][CH2:8][N:1]([CH2:6][CH2:5]2)[CH2:2]1)(=[O:12])[CH3:11]. Procedure details: The thus obtained (+) quinuclidinol was esterified with acetic anhydride to yield in a quantitative manner the desired novel (+) 3-acetoxy quinuclidine. The hydrochloride was obtained from a solution of hydrogen chloride in anhydrous ether, M.P. = 175° C. The reactants are C1CCOC1, C[Mg]Cl, CCCCCCC, [Cl-], COc1ccc(C(C)=O)c(F)c1OC, [NH4+]. Product: COc1ccc(C(C)(C)O)c(F)c1OC. As a reaction SMILES: [CH2:27]1[O:28][CH2:29][CH2:30][CH2:31]1.[CH3:1][Mg:2][Cl:3].[CH3:20][CH2:21][CH2:22][CH2:23][CH2:24][CH2:25][CH3:26].[Cl-:18].[F:4][c:5]1[c:6]([C:15]([CH3:16])=[O:17])[cH:7][cH:8][c:9]([O:13][CH3:14])[c:10]1[O:11][CH3:12].[NH4+:19]>>[CH3:1][C:15]([c:6]1[c:5]([F:4])[c:10]([O:11][CH3:12])[c:9]([O:13][CH3:14])[cH:8][cH:7]1)([CH3:16])[OH:17]. Reactants: [Br-], [BH3-]C#N, CCCN1C=C(C2=CC(=O)CCC2)CCC1, C1CCOC1, CC(=O)O, Cl, [K+], [Na+], [Na+], O=C([O-])O, O. The product is CCCN1CCCC(C2=CC(=O)CCC2)C1. Reaction SMILES: [Br-:31].[C:21]([BH3-:22])#[N:23].[CH2:1]([CH2:2][CH3:3])[N:4]1[CH:5]=[C:6]([C:10]2=[CH:11][C:12](=[O:16])[CH2:13][CH2:14][CH2:15]2)[CH2:7][CH2:8][CH2:9]1.[CH2:33]1[O:34][CH2:35][CH2:36][CH2:37]1.[CH3:17][C:18](=[O:19])[OH:20].[ClH:30].[K+:32].[Na+:24].[Na+:29].[O-:25][C:26]([OH:27])=[O:28].[OH2:38]>>[CH2:1]([CH2:2][CH3:3])[N:4]1[CH2:5][CH:6]([C:10]2=[CH:11][C:12](=[O:16])[CH2:13][CH2:14][CH2:15]2)[CH2:7][CH2:8][CH2:9]1. Starting materials: COC1=C(C=CC2=C1C(N1[C@H](C(N2)=O)C[C@H](C1)O[Si](C)(C)C(C)(C)C)=O)OC ((11aS)-6,7-dimethoxy-2(R)-[(tert-butyldimethylsilyl)oxy]-2,3,5,10,11,11a-hexahydro-5,11-dioxo-1H-pyrrolo [2,1-c][1,4-]benzodiazepine), [H-].[Na+] (NaH), C[Si](C)(C)CCOCCl (SEM chloride), O (water). Solvent: CN(C)C=O (DMF), CN(C)C=O (DMF). Reaction conditions: time 30 minute. Yields the product COC1=C(C=CC2=C1C(N1[C@H](C(N2COCC[Si](C)(C)C)=O)C[C@H](C1)O[Si](C)(C)C(C)(C)C)=O)OC ((11aS)-6,7-dimethoxy-2(R)-[(tert-butyldimethylsilyl)oxy]-2,3,5,10,11,11a-hexahydro-10-[2-(trimethylsilyl)ethoxymethyl]-5,11-dioxo-1H-pyrrolo[2,1-c][1,4-]benzodiazepine). Yield: 81.9%. RXN SMILES: [CH3:1][O:2][C:3]1[C:8]2[C:9](=[O:26])[N:10]3[CH2:17][C@H:16]([O:18][Si:19]([C:22]([CH3:25])([CH3:24])[CH3:23])([CH3:21])[CH3:20])[CH2:15][C@H:11]3[C:12](=[O:14])[NH:13][C:7]=2[CH:6]=[CH:5][C:4]=1[O:27][CH3:28].[H-].[Na+].[CH3:31][Si:32]([CH2:35][CH2:36][O:37][CH2:38]Cl)([CH3:34])[CH3:33].O>CN(C=O)C>[CH3:1][O:2][C:3]1[C:8]2[C:9](=[O:26])[N:10]3[CH2:17][C@H:16]([O:18][Si:19]([C:22]([CH3:24])([CH3:25])[CH3:23])([CH3:20])[CH3:21])[CH2:15][C@H:11]3[C:12](=[O:14])[N:13]([CH2:38][O:37][CH2:36][CH2:35][Si:32]([CH3:34])([CH3:33])[CH3:31])[C:7]=2[CH:6]=[CH:5][C:4]=1[O:27][CH3:28] |f:1.2|. Reported procedure: A solution of 171 (6.50 g, 15.99 mmol) in anhydrous DMF (27.5 mL) was added dropwise to a stirred suspension of NaH (0.422 g, 0.704 g of a 60% dispersion in mineral oil, 18.34 mmol) at 0° C. and the reaction mixture was allowed to stir for 30 minutes. A solution of SEM chloride (3.11 mL, 2.93 g, 17.59 mmol) in anhydrous DMF (5 mL) was added dropwise to the stirred reaction mixture at 0° C. and allowed to stir at room temperature for 16 h. The reaction mixture was poured into water (200 mL) to af... Starting materials: [C]=O (carbon monoxide), [H][H] (hydrogen), C(C)(=O)OC (methyl acetate), C(C)(=O)O (acetic acid), COC (dimethylether), [C]=O (carbon monoxide), [H][H] (hydrogen), C(C)(=O)O (acetic acid). The product is C(C)(=O)OC(C)OC(C)=O (1,1-Diacetoxyethane), C(C)(=O)OC(C)=O (acetic anhydride). Reaction SMILES: [C]=O.[H][H].[C:5]([O:8][CH3:9])(=[O:7])[CH3:6].[CH3:10]OC.[C:13]([OH:16])(=[O:15])[CH3:14]>>[C:5]([O:8][CH:9]([O:15][C:13](=[O:16])[CH3:14])[CH3:10])(=[O:7])[CH3:6].[C:13]([O:16][C:5](=[O:7])[CH3:6])(=[O:15])[CH3:14] |^3:0|. Procedure details: The bulk of unreacted carbon monoxide and hydrogen is circulated by means of a gas recirculation pump 2, whilst a fraction thereof is allowed to issue from the system via a scrubbing stage 3. Fresh carbon monoxide and hydrogen are introduced into the gas under circulation via a conduit 4 in metered proportions corresponding to the conversion rate. Fresh methyl acetate and/or dimethylether are supplied in quantities corresponding to the conversion rate via a conduit 5 opening into the upper porti... Reactants: C(C)(=O)OC[C@@H]1[C@H]([C@H]([C@@H](O1)N1C=NC=2C(N)=NC=NC12)O)Br (5'-O-acetyl-3'-deoxy-3'-bromoadenosine), C(C1=CC=CC=C1)(=O)Cl (benzoyl chloride). Run in N1=CC=CC=C1 (pyridine). Reaction conditions: time 2 hour. Product: C(C1=CC=CC=C1)(=O)O[C@H]1[C@@H](O[C@@H]([C@H]1Br)COC(C)=O)N1C=NC=2C(N)=NC=NC12 (2'-O-benzoyl-5'-O-acetyl-3'-deoxy-3'-bromoadenosine). Yield: 91.8%. Reaction SMILES: [C:1]([O:4][CH2:5][C@H:6]1[O:10][C@@H:9]([N:11]2[C:20]3[N:19]=[CH:18][N:17]=[C:15]([NH2:16])[C:14]=3[N:13]=[CH:12]2)[C@H:8]([OH:21])[C@@H:7]1[Br:22])(=[O:3])[CH3:2].[C:23](Cl)(=[O:30])[C:24]1[CH:29]=[CH:28][CH:27]=[CH:26][CH:25]=1>N1C=CC=CC=1>[C:23]([O:21][C@@H:8]1[C@H:7]([Br:22])[C@@H:6]([CH2:5][O:4][C:1](=[O:3])[CH3:2])[O:10][C@H:9]1[N:11]1[C:20]2[N:19]=[CH:18][N:17]=[C:15]([NH2:16])[C:14]=2[N:13]=[CH:12]1)(=[O:30])[C:24]1[CH:29]=[CH:28][CH:27]=[CH:26][CH:25]=1. Procedure details: After 1 g (2.7 mmols) of 5'-O-acetyl-3'-deoxy-3'-bromoadenosine was added to 10 ml of pyridine, 418 mg (1.1 eq.) of benzoyl chloride was added to the mixture. The mixture was stirred at room temperature for 2 hours and pyridine was distilled off under reduced pressure. The residue was added to 30 ml of water followed by extraction twice with 30 ml of chloroform. After the organic solvent was washed with water and then dried over magnesium sulfate, the solvent was distilled off under reduced pres... Starting materials: OC1CN(CCC1C1=CC=C(C=C1)OCCCOCC1=C(C=CC=C1)OC)C(=O)OCC1=CC=CC=C1 (benzyl 3-hydroxy-4-{4-[3-(2-methoxybenzyloxy)propoxy]-phenyl}piperidine-1-carboxylate), C(C=C)OC1=C(C=CC(=C1)CCl)C (2-allyloxy-4-chloromethyl-1-methylbenzene). As a reaction SMILES: [OH:1][CH:2]1[CH:7]([C:8]2[CH:13]=[CH:12][C:11]([O:14][CH2:15][CH2:16][CH2:17][O:18][CH2:19][C:20]3[CH:25]=[CH:24][CH:23]=[CH:22][C:21]=3[O:26][CH3:27])=[CH:10][CH:9]=2)[CH2:6][CH2:5][N:4]([C:28]([O:30][CH2:31][C:32]2[CH:37]=[CH:36][CH:35]=[CH:34][CH:33]=2)=[O:29])[CH2:3]1.[CH2:38]([O:41][C:42]1[CH:47]=[C:46]([CH2:48]Cl)[CH:45]=[CH:44][C:43]=1[CH3:50])[CH:39]=[CH2:40]>>[CH2:38]([O:41][C:42]1[CH:47]=[C:46]([CH:45]=[CH:44][C:43]=1[CH3:50])[CH2:48][O:1][CH:2]1[CH:7]([C:8]2[CH:13]=[CH:12][C:11]([O:14][CH2:15][CH2:16][CH2:17][O:18][CH2:19][C:20]3[CH:25]=[CH:24][CH:23]=[CH:22][C:21]=3[O:26][CH3:27])=[CH:10][CH:9]=2)[CH2:6][CH2:5][N:4]([C:28]([O:30][CH2:31][C:32]2[CH:33]=[CH:34][CH:35]=[CH:36][CH:37]=2)=[O:29])[CH2:3]1)[CH:39]=[CH2:40]. Reported procedure: Analogously to Method D, 3.00 g of benzyl 3-hydroxy-4-{4-[3-(2-methoxybenzyloxy)propoxy]-phenyl}piperidine-1-carboxylate (Example 10f) and 1.31 g of 2-allyloxy-4-chloromethyl-1-methylbenzene are reacted. The title compound is obtained as a colourless oil. Rf=0.33 (1:2 EtOAc-heptane); Rt=6.27. Yields the product C(C=C)OC=1C=C(COC2CN(CCC2C2=CC=C(C=C2)OCCCOCC2=C(C=CC=C2)OC)C(=O)OCC2=CC=CC=C2)C=CC1C (Benzyl 3-(3-allyloxy-4-methylbenzyloxy)-4-{4-[3-(2-methoxybenzyloxy)propoxy]phenyl}piperidine-1-carboxylate).